Task: describe an organic reaction: reactants, conditions, products, and yield. Dataset: the Open Reaction Database (ORD), a public repository of structured organic reaction records The reactants are CCOC(=O)Cc1ccc(OC)c(Oc2ccc(C(=O)O)cc2CSC(C)C)c1, CCN, CCN(C(C)C)C(C)C, O=C(Cl)C(=O)Cl, ClCCl, CN(C)C=O. Yields the product CCNC(=O)c1ccc(Oc2cc(CC(=O)OCC)ccc2OC)c(CSC(C)C)c1. RXN SMILES: [CH2:1]([CH3:2])[O:3][C:4](=[O:5])[CH2:6][c:7]1[cH:8][cH:9][c:10]([O:28][CH3:29])[c:11]([O:12][c:13]2[c:14]([CH2:22][S:23][CH:24]([CH3:25])[CH3:26])[cH:15][c:16]([C:17](=[O:18])[OH:19])[cH:20][cH:21]2)[cH:27]1.[CH3:36][CH2:37][NH2:38].[CH:39]([N:40]([CH:41]([CH3:42])[CH3:43])[CH2:44][CH3:45])([CH3:46])[CH3:47].[Cl:30][C:31]([C:32]([Cl:33])=[O:34])=[O:35].[Cl:48][CH2:49][Cl:50].[O:51]=[CH:52][N:53]([CH3:54])[CH3:55]>>[CH2:1]([CH3:2])[O:3][C:4](=[O:5])[CH2:6][c:7]1[cH:8][cH:9][c:10]([O:28][CH3:29])[c:11]([O:12][c:13]2[c:14]([CH2:22][S:23][CH:24]([CH3:25])[CH3:26])[cH:15][c:16]([C:17](=[O:19])[NH:38][CH2:37][CH3:36])[cH:20][cH:21]2)[cH:27]1. Starting materials: CS(=O)(=O)C1=NC(=C(C(=N1)OC1=CC(=C(C=C1)F)F)C1=CC=C(C=C1)Cl)C1=C(C=C(C=C1)Cl)Cl (2-methylsulfonyl-4-(3,4-difluorophenoxy)-5-(4-chlorophenyl)-6-(2,4-dichlorophenyl)pyrimidine), N1CCCC1 (pyrrolidine). Run in C1CCOC1 (THF). Run at temperature 60 celsius. Product: N1(CCCC1)C1=NC(=C(C(=N1)OC1=CC(=C(C=C1)F)F)C1=CC=C(C=C1)Cl)C1=C(C=C(C=C1)Cl)Cl (2-(N-Pyrrolidinyl)-4-(3,4-difluorophenoxy)-5-(4-chlorophenyl)-6-(2,4-dichlorophenyl)pyrimidine). RXN SMILES: CS([C:5]1[N:10]=[C:9]([O:11][C:12]2[CH:17]=[CH:16][C:15]([F:18])=[C:14]([F:19])[CH:13]=2)[C:8]([C:20]2[CH:25]=[CH:24][C:23]([Cl:26])=[CH:22][CH:21]=2)=[C:7]([C:27]2[CH:32]=[CH:31][C:30]([Cl:33])=[CH:29][C:28]=2[Cl:34])[N:6]=1)(=O)=O.[NH:35]1[CH2:39][CH2:38][CH2:37][CH2:36]1>C1COCC1>[N:35]1([C:5]2[N:10]=[C:9]([O:11][C:12]3[CH:17]=[CH:16][C:15]([F:18])=[C:14]([F:19])[CH:13]=3)[C:8]([C:20]3[CH:25]=[CH:24][C:23]([Cl:26])=[CH:22][CH:21]=3)=[C:7]([C:27]3[CH:32]=[CH:31][C:30]([Cl:33])=[CH:29][C:28]=3[Cl:34])[N:6]=2)[CH2:39][CH2:38][CH2:37][CH2:36]1. Reported procedure: To a sealed tube fitted with a magnetic stirrer bar was added 2-methylsulfonyl-4-(3,4-difluorophenoxy)-5-(4-chlorophenyl)-6-(2,4-dichlorophenyl)pyrimidine (from Example 20) (30 mg, 0.06 mmol), 10 eq. of pyrrolidine and THF, flushed with nitrogen. The reaction was heated at 60° C. overnight in the sealed tube. The solvent was removed under reduced pressure. Flash column chromatography on silica gel (eluted with 90/10 hexanes/ethyl acetate) afforded the title compound: HPLC/MS: m/e=532 (M++1); Rt=... Starting materials: FB(F)F, CC(=O)OCC1OC(OC(C)=O)C(OC(C)=O)C(OC(C)=O)C1OC(C)=O, COC(=O)C(CS)NC(=O)OCc1ccccc1, CCOCC, ClC(Cl)Cl. The product is COC(=O)C(CSC1OC(COC(C)=O)C(OC(C)=O)C(OC(C)=O)C1OC(C)=O)NC(=O)OCc1ccccc1. As a reaction SMILES: [B:51]([F:52])([F:53])[F:54].[C:1]([O:2][CH:5]1[CH:6]([O:7][C:8]([CH3:9])=[O:10])[CH:11]([O:12][C:13]([CH3:14])=[O:15])[CH:16]([O:17][C:18]([CH3:19])=[O:20])[CH:21]([CH2:23][O:24][C:25]([CH3:26])=[O:27])[O:22]1)(=[O:3])[CH3:4].[CH2:28]([c:29]1[cH:30][cH:31][cH:32][cH:33][cH:34]1)[O:35][C:36](=[O:37])[NH:38][CH:39]([C:40](=[O:41])[O:42][CH3:43])[CH2:44][SH:45].[CH2:46]([O:47][CH2:48][CH3:49])[CH3:50].[CH:55]([Cl:56])([Cl:57])[Cl:58]>>[CH:5]1([S:45][CH2:44][CH:39]([NH:38][C:36]([O:35][CH2:28][c:29]2[cH:30][cH:31][cH:32][cH:33][cH:34]2)=[O:37])[C:40](=[O:41])[O:42][CH3:43])[CH:6]([O:7][C:8]([CH3:9])=[O:10])[CH:11]([O:12][C:13]([CH3:14])=[O:15])[CH:16]([O:17][C:18]([CH3:19])=[O:20])[CH:21]([CH2:23][O:24][C:25]([CH3:26])=[O:27])[O:22]1. Reactants: N1=C(C=CC2=CC=CC=C12)C(=O)O (2-quinoline carboxylic acid), C(CCl)Cl (EDC), C(=O)(O)[O-].[Na+] (NaHCO3), ON1C(CCC1=O)=O (N-hydroxysuccinimide). Run in CN(C)C=O (DMF). Conditions: temperature 0 celsius, time 1.5 hour. Product: N1=C(C=CC2=CC=CC=C12)C(=O)ON1C(CCC1=O)=O (Succinimidyl 2-Quinolinecarboxylate). As a reaction SMILES: [N:1]1[C:10]2[C:5](=[CH:6][CH:7]=[CH:8][CH:9]=2)[CH:4]=[CH:3][C:2]=1[C:11]([OH:13])=[O:12].C(Cl)CCl.O[N:19]1[C:23](=[O:24])[CH2:22][CH2:21][C:20]1=[O:25].C([O-])(O)=O.[Na+]>CN(C=O)C>[N:1]1[C:10]2[C:5](=[CH:6][CH:7]=[CH:8][CH:9]=2)[CH:4]=[CH:3][C:2]=1[C:11]([O:13][N:19]1[C:23](=[O:24])[CH2:22][CH2:21][C:20]1=[O:25])=[O:12] |f:3.4|. Reported procedure: A solution of 2-quinoline carboxylic acid (1.2 eq.) in DMF at 0° C. was treated with EDC (1.4 eq.). The mixture was stirred at 0° C. for 1 to 2 h and then N-hydroxysuccinimide (1.0 eq.) was added. After stirring at RT for more than 3 h, the reaction mixture was poured into 60% sat. NaHCO3 and the product filtered: 1H NMR (CDCl3, 300 MHz, ppm) 8.35 (d, 1H), 8.27 (d, 1H), 8.19 (d, 1H), 7.87 (d, 1H), 7.80 (m, 1H), 7.68 (m, 1H), 2.91 (s, 4H). The reactants are CC=1N=C(N2N=C(N=CC21)N)C2=CC(=CC=C2)C(F)(F)F (5-methyl-7-[3-(trifluoromethyl)phenyl]imidazo[5,1-f][1,2,4]triazin-2-amine), CC=1N=C(N2N=C(N=CC21)N)C2=CC(=CC=C2)C(F)(F)F (5-methyl-7-[3-(trifluoromethyl)phenyl]imidazo[5,1-f][1,2,4]triazin-2-amine), BrC=1C=C(C=CC1)S(=O)(=O)N (3-bromobenzenesulfonamide), C(C)(C)(C)P(C1=C(C=CC=C1)C1=CC=CC=C1)C(C)(C)C (2-(Di-t-butylphosphino)biphenyl), CC(C)(C)[O-].[Na+] (NaOtBu). The reagents and catalysts are C=1C=CC(=CC1)/C=C/C(=O)/C=C/C2=CC=CC=C2.C=1C=CC(=CC1)/C=C/C(=O)/C=C/C2=CC=CC=C2.C=1C=CC(=CC1)/C=C/C(=O)/C=C/C2=CC=CC=C2.[Pd].[Pd] (Pd2(dba)3). Solvent: O1CCOCC1 (1,4-dioxane). Yields the product CC=1N=C(N2N=C(N=CC21)NC=2C=C(C=CC2)S(=O)(=O)N)C2=CC(=CC=C2)C(F)(F)F (3-({5-methyl-7-[3-(trifluoromethyl)phenyl]imidazo[5,1-f][1,2,4]triazin-2-yl}amino)benzenesulfonamide). Yield: 19.8%. As a reaction SMILES: [CH3:1][C:2]1[N:3]=[C:4]([C:12]2[CH:17]=[CH:16][CH:15]=[C:14]([C:18]([F:21])([F:20])[F:19])[CH:13]=2)[N:5]2[C:10]=1[CH:9]=[N:8][C:7]([NH2:11])=[N:6]2.Br[C:23]1[CH:24]=[C:25]([S:29]([NH2:32])(=[O:31])=[O:30])[CH:26]=[CH:27][CH:28]=1.C(P(C(C)(C)C)C1C=CC=CC=1C1C=CC=CC=1)(C)(C)C.CC([O-])(C)C.[Na+]>O1CCOCC1.C1C=CC(/C=C/C(/C=C/C2C=CC=CC=2)=O)=CC=1.C1C=CC(/C=C/C(/C=C/C2C=CC=CC=2)=O)=CC=1.C1C=CC(/C=C/C(/C=C/C2C=CC=CC=2)=O)=CC=1.[Pd].[Pd]>[CH3:1][C:2]1[N:3]=[C:4]([C:12]2[CH:17]=[CH:16][CH:15]=[C:14]([C:18]([F:21])([F:19])[F:20])[CH:13]=2)[N:5]2[C:10]=1[CH:9]=[N:8][C:7]([NH:11][C:23]1[CH:24]=[C:25]([S:29]([NH2:32])(=[O:31])=[O:30])[CH:26]=[CH:27][CH:28]=1)=[N:6]2 |f:3.4,6.7.8.9.10|. Reported procedure: A mechanical mixture of 5-methyl-7-[3-(trifluoromethyl)phenyl]imidazo[5,1-f][1,2,4]triazin-2-amine (Intermediate 45) (0.025 g, 0.09 mmol), 3-bromobenzenesulfonamide (0.02 g, 0.09 mmol), Pd2(dba)3 (0.008 g, 0.01 mmol), 2-(Di-t-butylphosphino)biphenyl (0.008 g, 0.03 mmol), and NaOtBu (0.011 g, 0.11 mmol) in 1,4-dioxane (1 mL) was irradiated with microwave radiation for 1000 seconds at a temperature of 150° C. Filtration of the resultant through celite, followed by concentration and purification by... The reactants are C(C)(C)(C)OC(N(CC=1NC=CN1)CC1=CC=C(C=C1)C(NCCCCN(CCC)CCC)=O)=O ([4-(4-dipropylamino-butylcarbamoyl)-benzyl]-(1H-imidazol-2-ylmethyl)-carbamic acid t-butyl ester), Cl.O1CCOCC1 (hydrogen chloride dioxane). Procedure details: The compound (117 mg) obtained in Example 6-2 was dissolved in methanol (1.2 ml) and then added with a 4 mol/l hydrogen chloride/dioxane solution (1.2 ml) and the whole was stirred at room temperature for 5 hours. After completion of the reaction, the solvent was distilled off. Then, the residue was dissolved in water and then purified through solid-phase extraction column (Sep-Pak, tC18, manufactured by Waters Corporation), thereby obtaining a hydrochloride (118 mg) of the subject compound as a... Yield: 127.0%. The product is N1C(=NC=C1)CNC=1C(=C(C(=O)NCCCCN(CCC)CCC)C=CC1)C ([N-(1H-imidazol-2-ylmethyl)-amino]-methyl-N-(4-dipropylamino-butyl)-benzamide). The solvent is CO (methanol). Reaction SMILES: C(OC(=O)[N:7]([CH2:14][C:15]1[CH:20]=[CH:19][C:18]([C:21](=[O:34])[NH:22][CH2:23][CH2:24][CH2:25][CH2:26][N:27]([CH2:31][CH2:32][CH3:33])[CH2:28][CH2:29][CH3:30])=[CH:17][CH:16]=1)[CH2:8][C:9]1[NH:10][CH:11]=[CH:12][N:13]=1)(C)(C)C.Cl.O1CCOCC1>CO>[NH:10]1[CH:11]=[CH:12][N:13]=[C:9]1[CH2:8][NH:7][C:14]1[C:17]([CH3:16])=[C:18]([CH:19]=[CH:20][CH:15]=1)[C:21]([NH:22][CH2:23][CH2:24][CH2:25][CH2:26][N:27]([CH2:28][CH2:29][CH3:30])[CH2:31][CH2:32][CH3:33])=[O:34] |f:1.2|. Run at time 5 hour. Starting materials: NC1=C(C=C(C(=C1)Cl)[N+](=O)[O-])O (2-amino-4-chloro-5-nitrophenol), C(C)(C)(CC)C1=C(OC(C(=O)Cl)CC)C=CC(=C1)C(C)(C)CC (2-(2,4-di-t-amylphenoxy)butanoic acid chloride). Solvent: C(C)(=O)OCC (ethyl acetate). The product is C(C)(C)(CC)C1=C(OC(C(=O)NC2=C(C=C(C(=C2)Cl)[N+](=O)[O-])O)CC)C=CC(=C1)C(C)(C)CC (2-{2-(2,4-di-t-amylphenoxy)butanamido}-4-chloro-5-nitrophenol). As a reaction SMILES: [NH2:1][C:2]1[CH:7]=[C:6]([Cl:8])[C:5]([N+:9]([O-:11])=[O:10])=[CH:4][C:3]=1[OH:12].[C:13]([C:18]1[CH:30]=[C:29]([C:31]([CH2:34][CH3:35])([CH3:33])[CH3:32])[CH:28]=[CH:27][C:19]=1[O:20][CH:21]([CH2:25][CH3:26])[C:22](Cl)=[O:23])([CH2:16][CH3:17])([CH3:15])[CH3:14]>C(OCC)(=O)C>[C:13]([C:18]1[CH:30]=[C:29]([C:31]([CH2:34][CH3:35])([CH3:32])[CH3:33])[CH:28]=[CH:27][C:19]=1[O:20][CH:21]([CH2:25][CH3:26])[C:22]([NH:1][C:2]1[CH:7]=[C:6]([Cl:8])[C:5]([N+:9]([O-:11])=[O:10])=[CH:4][C:3]=1[OH:12])=[O:23])([CH2:16][CH3:17])([CH3:15])[CH3:14]. Procedure details: In 100 ml of ethyl acetate was dissolved 25 g (133×10-3 mole) of 2-amino-4-chloro-5-nitrophenol. To the solution was added 50 g of 2-(2,4-di-t-amylphenoxy)butanoic acid chloride at room temperature, and then the mixture was refluxed under heating for 2 hours. After the reaction, a solvent was evaporated under reduced pressure and the residue was recrystallized from hexane to obtain products. Yield: 61 g. Reactants: CC=1C=CC2=C(C(C=3C(=NC=CC3)O2)=O)C1 (7-methyl-5-oxo-5H-[1]benzopyrano[2,3-b]pyridine), BrN1C(CCC1=O)=O (N-bromosuccinimide), C(Cl)(Cl)(Cl)Cl (carbon tetrachloride). The reagents and catalysts are C(C1=CC=CC=C1)(=O)OOC(C1=CC=CC=C1)=O (benzoyl peroxide). Solvent: O (water). Reaction conditions: time 2 hour. Yields the product BrCC=1C=CC2=C(C(C=3C(=NC=CC3)O2)=O)C1 (7-bromomethyl-5-oxo-5H-[1]benzopyrano[2,3-b]-pyridine). The yield is 81.6%. As a reaction SMILES: [CH3:1][C:2]1[CH:3]=[CH:4][C:5]2[O:14][C:9]3=[N:10][CH:11]=[CH:12][CH:13]=[C:8]3[C:7](=[O:15])[C:6]=2[CH:16]=1.[Br:17]N1C(=O)CCC1=O.C(Cl)(Cl)(Cl)Cl>O.C(OOC(=O)C1C=CC=CC=1)(=O)C1C=CC=CC=1>[Br:17][CH2:1][C:2]1[CH:3]=[CH:4][C:5]2[O:14][C:9]3=[N:10][CH:11]=[CH:12][CH:13]=[C:8]3[C:7](=[O:15])[C:6]=2[CH:16]=1. Procedure: A mixture of 42 g of 7-methyl-5-oxo-5H-[1]benzopyrano[2,3-b]pyridine, 36 g of N-bromosuccinimide, 0.4 g of benzoyl peroxide and 420 ml of carbon tetrachloride is refluxed with stirring under ultraviolet light for 2 hours. The reaction mixture is filtered rapidly while it is hot. The crystals thus obtained are suspended in hot water (about 60°C). The suspension is stirred thoroughly, and filtered. The crystals are recrystallized from dioxane to give 47.1 g of 7-bromomethyl-5-oxo-5H-[1]benzopyrano... The reactants are C(C)(=O)OCC (ethyl acetate), [H-].[Al+3].[Li+].[H-].[H-].[H-] (Lithium aluminum hydride), FC(OC=1C=C2C(C(NC2=CC1)=O)=O)(F)F (5-trifluoromethoxyisatin), [O-]S(=O)(=O)[O-].[Na+].[Na+] (Na2SO4). Solvent: C1CCOC1 (THF). Yields the product FC(OC=1C=C2C=CNC2=CC1)(F)F (5-trifluoromethoxy-1H-indole). The yield is 23.3%. RXN SMILES: [H-].[Al+3].[Li+].[H-].[H-].[H-].[F:7][C:8]([F:22])([F:21])[O:9][C:10]1[CH:11]=[C:12]2[C:16](=[CH:17][CH:18]=1)[NH:15][C:14](=O)[C:13]2=O.[O-]S([O-])(=O)=O.[Na+].[Na+].C(OCC)(=O)C>C1COCC1>[F:22][C:8]([F:7])([F:21])[O:9][C:10]1[CH:11]=[C:12]2[C:16](=[CH:17][CH:18]=1)[NH:15][CH:14]=[CH:13]2 |f:0.1.2.3.4.5,7.8.9|. Procedure details: Lithium aluminum hydride (10.4 mL, 1M in THF, 10.4 mmol) was added to a solution of 5-trifluoromethoxyisatin (0.8 g, 3.45 mmol) in THF at room temperature and the mixture was refluxed overnight. The reaction mixture was cooled, and Na2SO4 10H2O was added very carefully portionwise, followed by ethyl acetate. The reaction mixture was then filtered, and the filtrate was evaporated. The residual oil was purifed by column chromatography with ethyl acetate in hexanes (2:98) to yield 5-trifluoromethox... Starting materials: [H-].[H-].[H-].[H-].[Li+].[Al+3] (LiAlH4), C[C@H](CCC(=O)O)[C@H]1CC[C@@H]2[C@@]1([C@H](C[C@H]3[C@H]2[C@@H](C[C@H]4[C@@]3(CC[C@H](C4)O)C)O)O)C (cholic acid). The solvent is C1CCOC1 (THF), C1CCOC1 (THF). Yields the product O[C@H]1CC2C[C@H]([C@H]3[C@@H]4CC[C@H]([C@@H](CCCO)C)[C@]4([C@H](C[C@@H]3[C@]2(CC1)C)O)C)O (3α,7α,12α,24-Tetrahydroxycholane). Isolated yield 87.6%. Reaction SMILES: [H-].[H-].[H-].[H-].[Li+].[Al+3].[CH3:7][C@@H:8]([C@@H:14]1[C@@:18]2([CH3:35])[C@@H:19]([OH:34])[CH2:20][C@@H:21]3[C@@:26]4([CH3:32])[CH2:27][CH2:28][C@@H:29]([OH:31])[CH2:30][C@H:25]4[CH2:24][C@@H:23]([OH:33])[C@H:22]3[C@@H:17]2[CH2:16][CH2:15]1)[CH2:9][CH2:10][C:11](O)=[O:12]>C1COCC1>[OH:31][C@@H:29]1[CH2:28][CH2:27][C@@:26]2([CH3:32])[CH:25]([CH2:24][C@@H:23]([OH:33])[C@@H:22]3[C@@H:21]2[CH2:20][C@H:19]([OH:34])[C@@:18]2([CH3:35])[C@H:17]3[CH2:16][CH2:15][C@@H:14]2[C@H:8]([CH3:7])[CH2:9][CH2:10][CH2:11][OH:12])[CH2:30]1 |f:0.1.2.3.4.5|. Procedure details: To a suspension of LiAlH4 (3.85 g, 100 mmol) in dry THF (100 mL) at 0° C. was added dropwise a solution of cholic acid (15.03 g, 35 mmol) in dry THF (200 mL) with vigorous stirring under nitrogen atmosphere. The reaction mixture was then heated to reflux with stirring for overnight. Upon completion, the reaction was carefully quenched with saturated aqueous NH4Cl solution at RT. Then the mixture was acidified with IN HCl to pH 1˜2. The precipitate was collected via filtration and washed with wat...